This data is from the Open Reaction Database (ORD), a public repository of structured organic reaction records. The task is: describe an organic reaction: reactants, conditions, products, and yield The reactants are COC1=CC=C(C(=O)C=2C=C3CC(CC3=CC2)(C(=O)O)C(=O)O)C=C1 (5-(4'-methoxybenzoyl)-indan-2,2-dicarboxylic acid). Run in Cl (hydrochloric acid). Yields the product COC1=CC=C(C(=O)C=2C=C3CC(CC3=CC2)C(=O)O)C=C1 (5-(4'-Methoxybenzoyl)-indan-2-carboxylic acid). As a reaction SMILES: [CH3:1][O:2][C:3]1[CH:25]=[CH:24][C:6]([C:7]([C:9]2[CH:10]=[C:11]3[C:15](=[CH:16][CH:17]=2)[CH2:14][C:13](C(O)=O)([C:18]([OH:20])=[O:19])[CH2:12]3)=[O:8])=[CH:5][CH:4]=1>Cl>[CH3:1][O:2][C:3]1[CH:4]=[CH:5][C:6]([C:7]([C:9]2[CH:10]=[C:11]3[C:15](=[CH:16][CH:17]=2)[CH2:14][CH:13]([C:18]([OH:20])=[O:19])[CH2:12]3)=[O:8])=[CH:24][CH:25]=1. Procedure details: 77.5 g (0.228 mole) of the crude acid obtained in (d) and 1070 cm3 of concentrated hydrochloric acid are placeed in a 2 liter reaction vessel equipped with a stirrer and cooler. The mixture is heated to reflux for 15 hours. After cooling, the reaction mixture is extracted with diethyl ether, the extract dried over anhydrous sodium sulphate, filtered, and the filtrate concentrated. A doughy solid is obtained which, after recrystallization from ethyl acetate, melts at 149°-151° C. (capillary tube)... As a reaction SMILES: [CH3:14][C:15]([O-:16])=[O:17].[CH:1]([CH3:2])([CH3:3])[c:4]1[n:5][c:6]([CH2:11][Cl:12])[cH:7][c:8]([OH:10])[n:9]1.[ClH:20].[Na+:13].[Na+:19].[OH-:18].[OH2:21]>>[CH:1]([CH3:2])([CH3:3])[c:4]1[n:5][c:6]([CH2:11][OH:16])[cH:7][c:8]([OH:10])[n:9]1. The product is CC(C)c1nc(O)cc(CO)n1. Starting materials: CC(=O)[O-], CC(C)c1nc(O)cc(CCl)n1, Cl, [Na+], [Na+], [OH-], O. Starting materials: OCC/C=C/[C@H](CC(C)C)NC(OC(C)(C)C)=O ((S,E)-tert-Butyl 8-hydroxy-2-methyloct-5-en-4-ylcarbamate), CC(=O)C.OS(=O)(=O)O.O=[Cr](=O)=O (Jones Reagent). Run in CC(=O)C (acetone). Run at temperature 0 celsius, time 1 hour. Product: C(C)(C)(C)OC(=O)N[C@H](/C=C/CC(=O)O)CC(C)C ((S,E)-5-(tert-Butoxycarbonylamino)-7-methyloct-3-enoic acid). RXN SMILES: [OH:1][CH2:2][CH2:3]/[CH:4]=[CH:5]/[C@@H:6]([NH:11][C:12](=[O:18])[O:13][C:14]([CH3:17])([CH3:16])[CH3:15])[CH2:7][CH:8]([CH3:10])[CH3:9].CC(C)=[O:21].OS(O)(=O)=O.O=[Cr](=O)=O>CC(C)=O>[C:14]([O:13][C:12]([NH:11][C@@H:6]([CH2:7][CH:8]([CH3:10])[CH3:9])/[CH:5]=[CH:4]/[CH2:3][C:2]([OH:21])=[O:1])=[O:18])([CH3:16])([CH3:15])[CH3:17] |f:1.2.3|. Reported procedure: To a solution of (5) (1.00 g, 3.89 mmol) in acetone (40 mL) at 0° C. was added a freshly prepared solution of Jones Reagent (2.5 M, 3.89 mL, 9.71 mmol) and the reaction was stirred at 0° C. for 1 h. The dark solution was extracted with Et2O (3×50 mL), the organic layers washed with water (2×75 mL), brine (1×50 mL), dried (Na2SO4), filtered and concentrated to yield 990 mg (94% crude) of acid (6) as a yellow oil that was used without further purification. Starting materials: S(C=1C=CC=CC1)CC. Reagents/catalysts: FC(F)(F)C1OB(OC1)C=2C=CC=CC2C=3C=NC(=CC3)C4=NC=CC=C4, O1B(OC(C)(C)C1(C)C)B2OC(C)(C)C(O2)(C)C, C[OH2+].C[OH2+].C1CC=CCCC=C1.C1CC=CCCC=C1.[Ir].[Ir]. Run in C=1C=C(C=CC1C)C. Run at temperature 55 celsius, time 24 hour. Yields the product O1B(OC(C)(C)C1(C)C)C=2C=CC=CC2SCC. Isolated yield 72.0%. Procedure: Ligand 3f: The mixture of product (95 mg, 72% yield, ortho/meta + para = >30); ortho-borylated product 4b was obtained by further purification of the crude mixture by GPC (89 mg, 67% yield), white solid (mp. 48-50 oC)